This data is from the Open Reaction Database (ORD), a public repository of structured organic reaction records. The task is: describe an organic reaction: reactants, conditions, products, and yield The reactants are FC=1C=C(C=CC1F)B(O)O (3,4-difluorophenylboronic acid), I (hydroiodic acid), ClC1=NC=NC(=C1)Cl (4,6-dichloropyrimidine), chloro. The product is IC1=NC=NC(=C1)C1=CC(=C(C=C1)F)F (4-Iodo-6-(3,4-difluorophenyl)pyrimidine). Reaction SMILES: [F:1][C:2]1[CH:3]=[C:4](B(O)O)[CH:5]=[CH:6][C:7]=1[F:8].Cl[C:13]1[CH:18]=[C:17](Cl)[N:16]=[CH:15][N:14]=1.[IH:20]>>[I:20][C:13]1[CH:18]=[C:17]([C:4]2[CH:5]=[CH:6][C:7]([F:8])=[C:2]([F:1])[CH:3]=2)[N:16]=[CH:15][N:14]=1. Procedure details: The compound was prepared according to Example 1 using 3,4-difluorophenylboronic acid and 4,6-dichloropyrimidine. The resultant chloro compound was converted to iodo with hydroiodic acid as described in the general procedure.